Dataset: the Open Reaction Database (ORD), a public repository of structured organic reaction records. Task: describe an organic reaction: reactants, conditions, products, and yield Starting materials: BrCBr, O=C([O-])O, CC(C)CCON=O, COC(=O)c1cnc(N)c(-c2ccc(OC(F)(F)F)cc2)n1, C[Si](C)(C)Br, [Na+]. Product: COC(=O)c1cnc(Br)c(-c2ccc(OC(F)(F)F)cc2)n1. As a reaction SMILES: [Br:41][CH2:42][Br:43].[C:36](=[O:37])([OH:38])[O-:39].[CH2:23]([O:24][N:25]=[O:26])[CH2:27][CH:28]([CH3:29])[CH3:30].[CH3:1][O:2][C:3](=[O:4])[c:5]1[n:6][c:7](-[c:12]2[cH:13][cH:14][c:15]([O:18][C:19]([F:20])([F:21])[F:22])[cH:16][cH:17]2)[c:8]([NH2:11])[n:9][cH:10]1.[CH3:31][Si:32]([Br:33])([CH3:34])[CH3:35].[Na+:40]>>[CH3:1][O:2][C:3](=[O:4])[c:5]1[n:6][c:7](-[c:12]2[cH:13][cH:14][c:15]([O:18][C:19]([F:20])([F:21])[F:22])[cH:16][cH:17]2)[c:8]([Br:33])[n:9][cH:10]1. Starting materials: CC(NC(=O)OC(C)(C)C)c1ccc(C(=O)C2CCN(C(=O)OCc3ccccc3)CC2)cc1, C[Mg]Cl, [Cl-], [NH4+], C1CCOC1. Yields the product CC(NC(=O)OC(C)(C)C)c1ccc(C(C)(O)C2CCN(C(=O)OCc3ccccc3)CC2)cc1. Reaction SMILES: [CH2:1]([c:2]1[cH:3][cH:4][cH:5][cH:6][cH:7]1)[O:8][C:9](=[O:10])[N:11]1[CH2:12][CH2:13][CH:14]([C:17]([c:18]2[cH:19][cH:20][c:21]([CH:24]([CH3:25])[NH:26][C:27](=[O:28])[O:29][C:30]([CH3:31])([CH3:32])[CH3:33])[cH:22][cH:23]2)=[O:34])[CH2:15][CH2:16]1.[CH3:35][Mg:36][Cl:37].[Cl-:38].[NH4+:39].[O:40]1[CH2:41][CH2:42][CH2:43][CH2:44]1>>[CH2:1]([c:2]1[cH:3][cH:4][cH:5][cH:6][cH:7]1)[O:8][C:9](=[O:10])[N:11]1[CH2:12][CH2:13][CH:14]([C:17]([c:18]2[cH:19][cH:20][c:21]([CH:24]([CH3:25])[NH:26][C:27](=[O:28])[O:29][C:30]([CH3:31])([CH3:32])[CH3:33])[cH:22][cH:23]2)([OH:34])[CH3:35])[CH2:15][CH2:16]1. The reactants are CCCC[N+](CCCC)(CCCC)CCCC, C1CCOC1, CO, [F-], CC(C)(C)[Si](C)(C)OCCN(CCc1c[nH]c2ccccc12)Cc1ccc(C=CC(=O)Nc2ccccc2N)cc1. Yields the product Nc1ccccc1NC(=O)C=Cc1ccc(CN(CCO)CCc2c[nH]c3ccccc23)cc1. RXN SMILES: [CH2:43]([N+:44]([CH2:45][CH2:46][CH2:47][CH3:48])([CH2:49][CH2:50][CH2:51][CH3:52])[CH2:53][CH2:54][CH2:55][CH3:56])[CH2:57][CH2:58][CH3:59].[CH2:62]1[O:63][CH2:64][CH2:65][CH2:66]1.[CH3:60][OH:61].[F-:42].[NH2:1][c:2]1[c:3]([NH:8][C:9]([CH:10]=[CH:11][c:12]2[cH:13][cH:14][c:15]([CH2:18][N:19]([CH2:20][CH2:21][c:22]3[cH:23][nH:24][c:25]4[cH:26][cH:27][cH:28][cH:29][c:30]34)[CH2:31][CH2:32][O:33][Si:34]([C:35]([CH3:36])([CH3:37])[CH3:38])([CH3:39])[CH3:40])[cH:16][cH:17]2)=[O:41])[cH:4][cH:5][cH:6][cH:7]1>>[NH2:1][c:2]1[c:3]([NH:8][C:9]([CH:10]=[CH:11][c:12]2[cH:13][cH:14][c:15]([CH2:18][N:19]([CH2:20][CH2:21][c:22]3[cH:23][nH:24][c:25]4[cH:26][cH:27][cH:28][cH:29][c:30]34)[CH2:31][CH2:32][OH:33])[cH:16][cH:17]2)=[O:41])[cH:4][cH:5][cH:6][cH:7]1. The reactants are C(#N)C=1C=C(C(=O)Cl)C=CC1 (3-cyanobenzoyl chloride), Cl (hydrogen chloride), [Cl-].[Mg+2].[Cl-] (magnesium chloride), C(C)(=O)C(C(=O)OC(C)(C)C)CCCCC(=O)OCC (1-tert-butyl 7-ethyl 2-acetylheptanedioate). Solvent: N1=CC=CC=C1 (pyridine), ClCCl (dichloromethane), C(C)(=O)OCC (ethyl acetate), ClCCl (dichloromethane). Conditions: time 40 minute. Product: C(C)(=O)C(C(=O)OC(C)(C)C)(CCCCC(=O)OCC)C(C1=CC(=CC=C1)C#N)=O (1-tert-butyl 7-ethyl 2-acetyl-2-(3-cyanobenzoyl)heptanedioate). Isolated yield 72.9%. As a reaction SMILES: [Cl-].[Mg+2].[Cl-].[C:4]([CH:7]([CH2:15][CH2:16][CH2:17][CH2:18][C:19]([O:21][CH2:22][CH3:23])=[O:20])[C:8]([O:10][C:11]([CH3:14])([CH3:13])[CH3:12])=[O:9])(=[O:6])[CH3:5].[C:24]([C:26]1[CH:27]=[C:28]([CH:32]=[CH:33][CH:34]=1)[C:29](Cl)=[O:30])#[N:25].Cl>ClCCl.C(OCC)(=O)C.N1C=CC=CC=1>[C:4]([C:7]([C:29](=[O:30])[C:28]1[CH:32]=[CH:33][CH:34]=[C:26]([C:24]#[N:25])[CH:27]=1)([CH2:15][CH2:16][CH2:17][CH2:18][C:19]([O:21][CH2:22][CH3:23])=[O:20])[C:8]([O:10][C:11]([CH3:12])([CH3:13])[CH3:14])=[O:9])(=[O:6])[CH3:5] |f:0.1.2|. Procedure: To a suspension of magnesium chloride (1.33 g) in dichloromethane (40 mL) was added 1-tert-butyl 7-ethyl 2-acetylheptanedioate (4.0 g) at ambient temperature under N2. To this mixture was added dropwise pyridine (2.26 mL) in an ice-water bath. Then the mixture was stirred at ambient temperature for 40 minutes. To the reaction mixture was added a solution of 3-cyanobenzoyl chloride (3.01 g) in dichloromethane (6 mL) dropwise over 2 minutes. The reaction mixture was stirred at ambient temperature ... Starting materials: FC(S(=O)(=O)OS(=O)(=O)C(F)(F)F)(F)F (trifluoromethansulfonic anhydride), N1=CC=CC=C1 (pyridine), OC1=CC=C2C(C(=COC2=C1)C)=O (7-hydroxy-3-methyl-4H-chromen-4-one). Run in O (Water). Run at time 2 hour. The product is FC(S(=O)(=O)OC1=CC=C2C(C(=COC2=C1)C)=O)(F)F (7-((trifluoromethyl)sulfonyloxy)-3-methyl-4H-chromen-4-one). As a reaction SMILES: [F:1][C:2]([F:15])([F:14])[S:3]([O:6]S(C(F)(F)F)(=O)=O)(=[O:5])=[O:4].N1C=CC=CC=1.O[C:23]1[CH:32]=[C:31]2[C:26]([C:27](=[O:34])[C:28]([CH3:33])=[CH:29][O:30]2)=[CH:25][CH:24]=1>O>[F:1][C:2]([F:15])([F:14])[S:3]([O:6][C:23]1[CH:32]=[C:31]2[C:26]([C:27](=[O:34])[C:28]([CH3:33])=[CH:29][O:30]2)=[CH:25][CH:24]=1)(=[O:5])=[O:4]. Procedure details: Under nitrogen atmosphere, 0.23 ml of trifluoromethansulfonic anhydride was added at 0° C. to 3 ml solution of pyridine with 120 mg of 7-hydroxy-3-methyl-4H-chromen-4-one, and the mixture was stirred at room temperature for 2 hours. Water was added to the reaction solution, and extracted with ethyl acetate. Ethyl acetate layer was washed with saturated saline solution, and then dried with anhydrous sodium sulfate. After distilling out the solvents under reduced pressure, residues were separated ... Reported procedure: The title compound is prepared from a mixture of (R)-6-fluoro-3-(4-oxiranylmethoxy-phenyl)-benzo[d]isoxazole in dimethylformamide and 1-methylpiperazine in ethanol essentially as described above in Example 21. Purity by LC/MS=90%, [M+H]+=386. Remaining 10% identified as N(CH3)2 adduct. As a reaction SMILES: [F:1][C:2]1[CH:21]=[CH:20][C:5]2[C:6]([C:9]3[CH:14]=[CH:13][C:12]([O:15][CH2:16][C@H:17]4[CH2:19][O:18]4)=[CH:11][CH:10]=3)=[N:7][O:8][C:4]=2[CH:3]=1.[CH3:22][N:23]1[CH2:28][CH2:27][NH:26][CH2:25][CH2:24]1>CN(C)C=O.C(O)C>[F:1][C:2]1[CH:21]=[CH:20][C:5]2[C:6]([C:9]3[CH:10]=[CH:11][C:12]([O:15][CH2:16][C@H:17]([OH:18])[CH2:19][N:26]4[CH2:27][CH2:28][N:23]([CH3:22])[CH2:24][CH2:25]4)=[CH:13][CH:14]=3)=[N:7][O:8][C:4]=2[CH:3]=1. Starting materials: FC1=CC2=C(C(=NO2)C2=CC=C(C=C2)OC[C@@H]2OC2)C=C1 ((R)-6-fluoro-3-(4-oxiranylmethoxy-phenyl)-benzo[d]isoxazole), CN1CCNCC1 (1-methylpiperazine). Run in CN(C=O)C (dimethylformamide), C(C)O (ethanol). The product is FC1=CC2=C(C(=NO2)C2=CC=C(OC[C@@H](CN3CCN(CC3)C)O)C=C2)C=C1 ((R)-1-[4-(6-fluoro-benzo[d]isoxazol-3-yl)-phenoxy]-3-(4-methyl-piperazin-1-yl)-propan-2-ol). The reactants are Cl.OC1=CC=C(C=C1)C=1NNC2=C(N1)C=NC=C2 (3-(p-hydroxyphenyl)-1,2-dihydropyrido[3,4-e]-as-triazine hydrochloride), N1=CC(=CC=C1)C(=O)Cl (pyridine-3-carbonyl chloride). Product: Cl.C(C1=CN=CC=C1)(=O)N1NC(=NC2=C1C=CN=C2)C2=CC=C(C=C2)O (1-nicotinoyl-3-(p-hydroxyphenyl)-1,2-dihydropyrido[3,4-e]-as-triazine hydrochloride). The yield is 79.0%. Reaction SMILES: Cl.[OH:2][C:3]1[CH:8]=[CH:7][C:6]([C:9]2[NH:10][NH:11][C:12]3[CH:18]=[CH:17][N:16]=[CH:15][C:13]=3[N:14]=2)=[CH:5][CH:4]=1.[N:19]1[CH:24]=[CH:23][CH:22]=[C:21]([C:25]([Cl:27])=[O:26])[CH:20]=1>>[ClH:27].[C:25]([N:11]1[C:12]2[CH:18]=[CH:17][N:16]=[CH:15][C:13]=2[N:14]=[C:9]([C:6]2[CH:7]=[CH:8][C:3]([OH:2])=[CH:4][CH:5]=2)[NH:10]1)(=[O:26])[C:21]1[CH:22]=[CH:23][CH:24]=[N:19][CH:20]=1 |f:0.1,3.4|. Procedure: 2.75 g (0.01 moles) of 3-(p-hydroxyphenyl)-1,2-dihydropyrido[3,4-e]-as-triazine hydrochloride are reacted with pyridine-3-carbonyl chloride as described in Example 2 to obtain 1-nicotinoyl-3-(p-hydroxyphenyl)-1,2-dihydropyrido[3,4-e]-as-triazine hydrochloride with a yield of 79%; m.p.: 212°-213° C. The reactants are CC(C)(C)C(=O)c1ccc(CBr)cc1, CCO, N#C[Na], O. Yields the product CC(C)(C)C(=O)c1ccc(CC#N)cc1. As a reaction SMILES: [Br:4][CH2:5][c:6]1[cH:7][cH:8][c:9]([C:12]([C:13]([CH3:14])([CH3:15])[CH3:16])=[O:17])[cH:10][cH:11]1.[CH3:19][CH2:20][OH:21].[Na:1][C:2]#[N:3].[OH2:18]>>[C:2](#[N:3])[CH2:5][c:6]1[cH:7][cH:8][c:9]([C:12]([C:13]([CH3:14])([CH3:15])[CH3:16])=[O:17])[cH:10][cH:11]1.